Task: describe an organic reaction: reactants, conditions, products, and yield. Dataset: the Open Reaction Database (ORD), a public repository of structured organic reaction records The product is Cn1cc(C(=O)NCc2ccc(Cl)cc2)c(=O)c2cccc(C#CCCO)c21. Starting materials: C#CCCO, CCNCC, Cn1cc(C(=O)NCc2ccc(Cl)cc2)c(=O)c2cccc(I)c21, I[Cu]I. Reaction SMILES: [CH2:25]([CH2:26][C:27]#[CH:28])[OH:29].[CH2:30]([NH:31][CH2:32][CH3:33])[CH3:34].[Cl:1][c:2]1[cH:3][cH:4][c:5]([CH2:6][NH:7][C:8](=[O:9])[c:10]2[cH:11][n:12]([CH3:22])[c:13]3[c:14]([I:21])[cH:15][cH:16][cH:17][c:18]3[c:19]2=[O:20])[cH:23][cH:24]1.[Cu:35]([I:36])[I:37]>>[Cl:1][c:2]1[cH:3][cH:4][c:5]([CH2:6][NH:7][C:8](=[O:9])[c:10]2[cH:11][n:12]([CH3:22])[c:13]3[c:14]([C:28]#[C:27][CH2:26][CH2:25][OH:29])[cH:15][cH:16][cH:17][c:18]3[c:19]2=[O:20])[cH:23][cH:24]1.